This data is from the Open Reaction Database (ORD), a public repository of structured organic reaction records. The task is: describe an organic reaction: reactants, conditions, products, and yield The reactants are [O-2].[O-2].[O-2].[O-2].[O-2].[V+5].[V+5] (vanadium pentoxide), [Fe] (iron), C(C)C(C(=O)O)CCCC (2-ethylhexanoic acid), C(CCCCCO)O (hexylene glycol), mineral spirits. Run in O (water). Reaction conditions: temperature 70 celsius, time 1 hour. Yields the product C(C)C(C(=O)[O-])CCCC.[Fe+2].[V+5].C(C)C(C(=O)[O-])CCCC.C(C)C(C(=O)[O-])CCCC.C(C)C(C(=O)[O-])CCCC.C(C)C(C(=O)[O-])CCCC.C(C)C(C(=O)[O-])CCCC.C(C)C(C(=O)[O-])CCCC (Vanadium-iron 2-ethylhexanoate). Reaction SMILES: [O-2].[O-2].[O-2].[O-2].[O-2].[V+5:6].[V+5].[Fe:8].[CH2:9]([CH:11]([CH2:15][CH2:16][CH2:17][CH3:18])[C:12]([OH:14])=[O:13])[CH3:10].C(O)CCCCCO>O>[CH2:9]([CH:11]([CH2:15][CH2:16][CH2:17][CH3:18])[C:12]([O-:14])=[O:13])[CH3:10].[Fe+2:8].[V+5:6].[CH2:9]([CH:11]([CH2:15][CH2:16][CH2:17][CH3:18])[C:12]([O-:14])=[O:13])[CH3:10].[CH2:9]([CH:11]([CH2:15][CH2:16][CH2:17][CH3:18])[C:12]([O-:14])=[O:13])[CH3:10].[CH2:9]([CH:11]([CH2:15][CH2:16][CH2:17][CH3:18])[C:12]([O-:14])=[O:13])[CH3:10].[CH2:9]([CH:11]([CH2:15][CH2:16][CH2:17][CH3:18])[C:12]([O-:14])=[O:13])[CH3:10].[CH2:9]([CH:11]([CH2:15][CH2:16][CH2:17][CH3:18])[C:12]([O-:14])=[O:13])[CH3:10].[CH2:9]([CH:11]([CH2:15][CH2:16][CH2:17][CH3:18])[C:12]([O-:14])=[O:13])[CH3:10] |f:0.1.2.3.4.5.6,11.12.13.14.15.16.17.18.19|. Procedure details: A mixture of 18 grams (0.196 mole) of vanadium pentoxide, 51.1 grams (0.895 mole) of iron powder (97.8% iron), 348.2 grams (2.402 moles) of 2-ethylhexanoic acid (acid number 387), 30 grams of hexylene glycol (stabilizer), 25 grams of water and 60 grams of mineral spirits was agitated for 1 hour with an air sparge. The mixture was then heated to 70° C. and held for 11.5 hours. The reaction product was heated to 135° C. under vacuum to remove water, filtered and diluted with mineral spirits to 6.0... Starting materials: O.O.[Sn](Cl)Cl (tin(II)chloride dihydrate), ClC1=CC=C(C=C1)C(C1=CC=C(C=C1)[N+](=O)[O-])=O (4'-chloro-4-nitrobenzophenone), [OH-].[K+] (potassium hydroxide). Run in Cl (hydrochloric acid), C(C)O (ethanol). The product is NC1=CC=C(C(=O)C2=CC=C(C=C2)Cl)C=C1 (4-Amino-4'-chloro-benzophenone). Reaction SMILES: [Cl:1][C:2]1[CH:7]=[CH:6][C:5]([C:8](=[O:18])[C:9]2[CH:14]=[CH:13][C:12]([N+:15]([O-])=O)=[CH:11][CH:10]=2)=[CH:4][CH:3]=1.O.O.[Sn](Cl)Cl.[OH-].[K+]>C(O)C.Cl>[NH2:15][C:12]1[CH:13]=[CH:14][C:9]([C:8]([C:5]2[CH:6]=[CH:7][C:2]([Cl:1])=[CH:3][CH:4]=2)=[O:18])=[CH:10][CH:11]=1 |f:1.2.3,4.5|. Procedure details: A hot solution of 13 g (0.05 mol) of 4'-chloro-4-nitrobenzophenone in 80 ml of ethanol was added in small portions, while stirring, to a hot solution of 53.5 g (0.24 mol) of tin(II)chloride dihydrate in 50 ml of concentrated hydrochloric acid, which was accompanied by a violent reaction. After all had been added, the mixture was heated on a steam bath for two hours and was then poured into an aqueous potassium hydroxide solution, while stirring. A precipitate was formed which was suction-filtere... Reactants: CC(=O)O[BH-](OC(C)=O)OC(C)=O, CC(=O)O, ClCCl, O=Cc1c(F)cc(F)cc1F, Nc1nc(C#CC2(O)CCNCC2)cn2nc(-c3ccco3)nc12, [Na+]. Product: Nc1nc(C#CC2(O)CCN(Cc3c(F)cc(F)cc3F)CC2)cn2nc(-c3ccco3)nc12. Reaction SMILES: [C:36]([O:37][BH-:38]([O:39][C:40](=[O:41])[CH3:42])[O:43][C:44](=[O:45])[CH3:46])(=[O:47])[CH3:48].[CH3:50][C:51](=[O:52])[OH:53].[Cl:54][CH2:55][Cl:56].[F:25][c:26]1[c:27]([CH:28]=[O:29])[c:30]([F:35])[cH:31][c:32]([F:34])[cH:33]1.[NH2:1][c:2]1[c:3]2[n:4]([cH:5][c:6]([C:8]#[C:9][C:10]3([OH:16])[CH2:11][CH2:12][NH:13][CH2:14][CH2:15]3)[n:7]1)[n:17][c:18](-[c:20]1[o:21][cH:22][cH:23][cH:24]1)[n:19]2.[Na+:49]>>[NH2:1][c:2]1[c:3]2[n:4]([cH:5][c:6]([C:8]#[C:9][C:10]3([OH:16])[CH2:11][CH2:12][N:13]([CH2:28][c:27]4[c:26]([F:25])[cH:33][c:32]([F:34])[cH:31][c:30]4[F:35])[CH2:14][CH2:15]3)[n:7]1)[n:17][c:18](-[c:20]1[o:21][cH:22][cH:23][cH:24]1)[n:19]2. Starting materials: O=S1(CC(CC1)NCCN[C@]12[C@@H]([C@H]3CC[C@@H]4[C@]5(CC=C(C([C@@H]5CC[C@]4([C@@]3(CC1)C)C)(C)C)C1=CC=C(C(=O)O)C=C1)C)[C@@H](CC2)C(=C)C)=O (4-((1R,3aS,5aR,5bR,7aR,11aS,11bR,13aR,13bR)-3a-((2-((1,1-dioxidotetrahydrothiophen-3-yl)amino)ethyl)amino)-5a,5b,8,8,11a-pentamethyl-1-(prop-1-en-2-yl)-2,3,3a,4,5,5a,5b,6,7,7a,8,11,11a,11b,12,13,13a,13b-octadecahydro-1H-cyclopenta[a]chrysen-9-yl)benzoic acid), C[C@]12CC[C@@]3([C@@H]([C@H]2CC[C@@H]2[C@]4(CC=C(C([C@@H]4CC[C@@]12C)(C)C)C1=CC=C(C(=O)O)C=C1)C)[C@@H](CC3)C(=C)C)NCC(=O)NC (4-((1R,3aS,5aR,5bR,7aR,11aS,11bR,13aR,13bR)-5a,5b,8,8,11a-pentamethyl-3a-((2-(methylamino)-2-oxoethyl)amino)-1-(prop-1-en-2-yl)-2,3,3a,4,5,5a,5b,6,7,7a,8,11,11a,11b,12,13,13a,13b-octadecahydro-1H-cyclopenta[a]chrysen-9-yl)benzoic acid). Yields the product C(C)(C)[C@@H]1CC[C@]2([C@H]1[C@H]1CC[C@@H]3[C@]4(CC[C@@H](C([C@@H]4CC[C@]3([C@@]1(CC2)C)C)(C)C)C2=CC=C(C(=O)O)C=C2)C)NCC(=O)NC (4-((1S,3aS,5aR,5bR,7aS,9S,11aS,11bR,13aR,13bR)-1-isopropyl-5a,5b,8,8,11a-pentamethyl-3a-((2-(methylamino)-2-oxoethyl)amino)icosahydro-1H-cyclopenta[a]chrysen-9-yl)benzoic acid), solid. Yield: 28.0%. RXN SMILES: O=S1(=O)CCC(NCCN[C@]23CC[C@@H](C(C)=C)[C@@H]2[C@@H]2[C@@](C)(CC3)[C@@]3(C)[C@@H]([C@]4(C)[C@@H](CC3)C(C)(C)C(C3C=CC(C(O)=O)=CC=3)=CC4)CC2)C1.[CH3:50][C@:51]12[C@@:68]3([CH3:69])[C@@H:59]([C@:60]4([CH3:81])[C@@H:65]([CH2:66][CH2:67]3)[C:64]([CH3:71])([CH3:70])[C:63]([C:72]3[CH:80]=[CH:79][C:75]([C:76]([OH:78])=[O:77])=[CH:74][CH:73]=3)=[CH:62][CH2:61]4)[CH2:58][CH2:57][C@@H:56]1[C@H:55]1[C@H:82]([C:85]([CH3:87])=[CH2:86])[CH2:83][CH2:84][C@:54]1([NH:88][CH2:89][C:90]([NH:92][CH3:93])=[O:91])[CH2:53][CH2:52]2>>[CH:85]([C@H:82]1[C@@H:55]2[C@@H:56]3[C@@:51]([CH3:50])([CH2:52][CH2:53][C@@:54]2([NH:88][CH2:89][C:90]([NH:92][CH3:93])=[O:91])[CH2:84][CH2:83]1)[C@@:68]1([CH3:69])[C@@H:59]([C@:60]2([CH3:81])[C@@H:65]([CH2:66][CH2:67]1)[C:64]([CH3:71])([CH3:70])[C@@H:63]([C:72]1[CH:80]=[CH:79][C:75]([C:76]([OH:78])=[O:77])=[CH:74][CH:73]=1)[CH2:62][CH2:61]2)[CH2:58][CH2:57]3)([CH3:87])[CH3:86]. Reported procedure: The title compound was prepared following the method described above for the synthesis 4-((1R,3aS,5aR,5bR,7aR,11aS,11bR,13aR,13bR)-3a-((2-((1,1-dioxidotetrahydrothiophen-3-yl)amino)ethyl)amino)-5a,5b,8,8,11a-pentamethyl-1-(prop-1-en-2-yl)-2,3,3a,4,5,5a,5b,6,7,7a,8,11,11a,11b,12,13,13a,13b-octadecahydro-1H-cyclopenta[a]chrysen-9-yl)benzoic acid using 4-((1R,3aS,5aR,5bR,7aR,11aS,11bR,13aR,13bR)-5a,5b,8,8,11a-pentamethyl-3a-((2-(methylamino)-2-oxoethyl)amino)-1-(prop-1-en-2-yl)-2,3,3a,4,5,5a,5b,6,7...